This data is from the Open Reaction Database (ORD), a public repository of structured organic reaction records. The task is: describe an organic reaction: reactants, conditions, products, and yield Reactants: O (water), CC1(OC[C@H](O1)CN1N=C(C=C1)NC(C(C)(C)C)=O)C (N-[1-((R)-2,2-Dimethyl-[1,3]dioxolan-4-ylmethyl)-1H-pyrazol-3-yl]-2,2-dimethyl-propionamide), [OH-].[Na+] (NaOH). Solvent: CO (methanol). Run at temperature 70 celsius, time 40 hour. The product is CC1(OC[C@H](O1)CN1N=C(C=C1)N)C (1-((R)-2,2-Dimethyl-[1,3]dioxolan-4-ylmethyl)-1H-pyrazol-3-ylamine). RXN SMILES: [CH3:1][C:2]1([CH3:20])[O:6][C@H:5]([CH2:7][N:8]2[CH:12]=[CH:11][C:10]([NH:13]C(=O)C(C)(C)C)=[N:9]2)[CH2:4][O:3]1.O.[OH-].[Na+]>CO>[CH3:1][C:2]1([CH3:20])[O:6][C@H:5]([CH2:7][N:8]2[CH:12]=[CH:11][C:10]([NH2:13])=[N:9]2)[CH2:4][O:3]1 |f:2.3|. Reported procedure: N-[1-((R)-2,2-Dimethyl-[1,3]dioxolan-4-ylmethyl)-1H-pyrazol-3-yl]-2,2-dimethyl-propionamide (1.42 g, 5 mmol) was dissolved in methanol (15 ml), and water (3 ml) was added in one portion. NaOH (1.67 g, 40 mmol) was added in one portion. The mixture was stirred at 70° C. for 40 h. HPLC indicated the conversation was 2.8%. No further workup. The reactants are acrylates, C(C=C)(=O)OCCCO (hydroxypropyl acrylate), C(C=C)(=O)OCCCC (butyl acrylate). Run at temperature 150 celsius, time 2 hour. The product is C(C=C)(=O)OCCCO.C(C=C)(=O)OCCCC (hydroxypropyl acrylate butyl acrylate). Reaction SMILES: [C:1]([O:5][CH2:6][CH2:7][CH2:8][OH:9])(=[O:4])[CH:2]=[CH2:3].[C:10]([O:14][CH2:15][CH2:16][CH2:17][CH3:18])(=[O:13])[CH:11]=[CH2:12]>>[C:1]([O:5][CH2:6][CH2:7][CH2:8][OH:9])(=[O:4])[CH:2]=[CH2:3].[C:10]([O:14][CH2:15][CH2:16][CH2:17][CH3:18])(=[O:13])[CH:11]=[CH2:12] |f:2.3|. Procedure: Charge 1 was added to a 4-liter stirred stainless steel pressure reactor. The reactor was then pressurized with nitrogen providing a 5 psig pad on the reactor. The agitation on the reactor was set at 500 rpm and the reactor temperature was adjusted to 150° C. Charge 2 was added to the reactor at addition rate of 18.00 grams/hour over 2.5 hours. After 15 minutes Charge 3 was added to reactor at an addition rate of 750.00 grams/hour over 2 hours. During the monomer addition the temperature was mai... Starting materials: CC1=CN=C2N1N=C(C1=C(C2)C=C2C(=C1)OCO2)C2=CC=C(C=C2)[N+](=O)[O-] (8-methyl-5-(4-nitrophenyl)-11H-1,3-dioxolo[4,5-h]imidazo[1,2-c][2,3]benzodiazepine), BrN1C(CCC1=O)=O (N-bromosuccinimide), O (water). The solvent is CN(C=O)C (dimethylformamide). Conditions: time 1.5 hour. The product is BrC=1N=C2N(N=C(C3=C(C2)C=C2C(=C3)OCO2)C2=CC=C(C=C2)[N+](=O)[O-])C1C (9-bromo-8-methyl-5-(4-nitrophenyl)-11H-1,3-dioxolo[4,5-h]imidazo[1,2-c][2,3]benzodiazepine). Yield: 82.3%. RXN SMILES: [CH3:1][C:2]1[N:6]2[N:7]=[C:8]([C:19]3[CH:24]=[CH:23][C:22]([N+:25]([O-:27])=[O:26])=[CH:21][CH:20]=3)[C:9]3[CH:15]=[C:14]4[O:16][CH2:17][O:18][C:13]4=[CH:12][C:10]=3[CH2:11][C:5]2=[N:4][CH:3]=1.[Br:28]N1C(=O)CCC1=O.O>CN(C)C=O>[Br:28][C:3]1[N:4]=[C:5]2[CH2:11][C:10]3[CH:12]=[C:13]4[O:18][CH2:17][O:16][C:14]4=[CH:15][C:9]=3[C:8]([C:19]3[CH:24]=[CH:23][C:22]([N+:25]([O-:27])=[O:26])=[CH:21][CH:20]=3)=[N:7][N:6]2[C:2]=1[CH3:1]. Procedure details: 900 mg of 8-methyl-5-(4-nitrophenyl)-11H-1,3-dioxolo[4,5-h]imidazo[1,2-c][2,3]benzodiazepine is mixed in 10 ml of dimethylformamide with 441 mg of N-bromosuccinimide and stirred for 1.5 hours at room temperature. After dilution with 40 ml of water, the precipitated product is suctioned off, and 900 mg of 9-bromo-8-methyl-5-(4-nitrophenyl)-11H-1,3-dioxolo[4,5-h]imidazo[1,2-c][2,3]benzodiazepine is obtained. Reactants: CN1C(NC(C2=C1C=C(S2)C=2C=NNC2C)=O)(C)C (1,2,2-trimethyl-6-(5-methyl-1H-pyrazol-4-yl)-2,3-dihydrothieno[3,2-d]pyrimidin-4(1H)-one), Cl (HCl), C(=O)(O)[O-].[Na+] (NaHCO3). Solvent: CO (MeOH). Run at temperature 50 celsius, time 2 hour. The product is CNC1=C(SC(=C1)C=1C=NNC1C)C(=O)N (3-(methylamino)-5-(5-methyl-1H-pyrazol-4-yl) thiophene-2-carboxamide). Isolated yield 56.5%. As a reaction SMILES: [CH3:1][N:2]1[C:7]2[CH:8]=[C:9]([C:11]3[CH:12]=[N:13][NH:14][C:15]=3[CH3:16])[S:10][C:6]=2[C:5](=[O:17])[NH:4]C1(C)C.Cl.C([O-])(O)=O.[Na+]>CO>[CH3:1][NH:2][C:7]1[CH:8]=[C:9]([C:11]2[CH:12]=[N:13][NH:14][C:15]=2[CH3:16])[S:10][C:6]=1[C:5]([NH2:4])=[O:17] |f:2.3|. Reported procedure: A mixture of 1,2,2-trimethyl-6-(5-methyl-1H-pyrazol-4-yl)-2,3-dihydrothieno[3,2-d]pyrimidin-4(1H)-one (378 mg, 1.37 mmol), 1 M HCl (4.79 mL) and MeOH (12 mL) was stirred for 2 h at 50° C. The mixture was poured into excess saturated aqueous NaHCO3 and extracted with 3:1 EtOAc/THF, and the extract was dried over MgSO4, filtered and concentrated under reduced pressure. The residue was triturated with ethanol (6 mL) and collected by filtration to afford the title compound (183 mg, 57%) as a pale ye... Reactants: CCC(=O)Cl, C1CCOC1, CCN(C(C)C)C(C)C, O=C(O)C(F)(F)F, Nc1nc(Cl)nc2c1ncn2C1CC(N)C(O)C1O. The product is O=C(O)C(F)(F)F, CCC(=O)NC1CC(n2cnc3c(N)nc(Cl)nc32)C(O)C1O. Reaction SMILES: [C:36]([CH2:37][CH3:38])(=[O:39])[Cl:40].[CH2:41]1[O:42][CH2:43][CH2:44][CH2:45]1.[CH:27]([N:28]([CH:29]([CH3:30])[CH3:31])[CH2:32][CH3:33])([CH3:34])[CH3:35].[F:1][C:2]([C:3](=[O:4])[OH:5])([F:6])[F:7].[NH2:8][CH:9]1[CH:10]([OH:26])[CH:11]([OH:25])[CH:12]([n:14]2[c:15]3[n:16][c:17]([Cl:24])[n:18][c:19]([NH2:23])[c:20]3[n:21][cH:22]2)[CH2:13]1>>[F:1][C:2]([C:3](=[O:4])[OH:5])([F:6])[F:7].[NH:8]([CH:9]1[CH:10]([OH:26])[CH:11]([OH:25])[CH:12]([n:14]2[c:15]3[n:16][c:17]([Cl:24])[n:18][c:19]([NH2:23])[c:20]3[n:21][cH:22]2)[CH2:13]1)[C:36]([CH2:37][CH3:38])=[O:39]. Starting materials: ClC1=C(C=CC=C1)Cl (o-dichlorobenzene), C1(=CC=CC=C1)O (phenol), S(O)(O)(=O)=O (sulfuric acid), ClC1=C(C=CC=C1)Cl (o-dichlorobenzene), [OH-].[Na+] (sodium hydroxide). The solvent is O (water), O (water). Product: C1=CC(=CC=C1O)S(=O)(=O)C2=CC=C(C=C2)O (4,4'-dihydroxydiphenylsulfone). The yield is 92.5%. As a reaction SMILES: [C:1]1([OH:7])[CH:6]=[CH:5][CH:4]=[CH:3][CH:2]=1.[S:8](=[O:12])(=O)(O)[OH:9].Cl[C:14]1[CH:19]=[CH:18][CH:17]=[CH:16][C:15]=1Cl.[OH-:21].[Na+]>O>[CH:6]1[C:1]([OH:7])=[CH:2][CH:3]=[C:4]([S:8]([C:18]2[CH:19]=[CH:14][C:15]([OH:21])=[CH:16][CH:17]=2)(=[O:12])=[O:9])[CH:5]=1 |f:3.4|. Procedure details: A mixture of 343 g (3.69 moles) of phenol, 146 g (1.46 moles) of 98% sulfuric acid and 300 g of o-dichlorobenzene is heated with stirring. When the temperature of the reaction system reaches about 140° C., the mixture begins to boil, giving off an azeotropic mixture of water and o-dichlorobenzene, which is condensed and separated into two phases, i.e., water and o-dichlorobenzene. The o-dichlorobenzene is continuously returned to the reaction mixture. With continuous heating, when the amount of ... Starting materials: CC(=O)[O-], CC(=O)[O-], COCCOC, OB(O)c1ccc(F)c(Cl)c1, Clc1cc(Cl)nc(Cl)n1, [Na+], [Na+], O=C([O-])[O-], [Pd+2], c1ccc(P(c2ccccc2)c2ccccc2)cc1. The product is Fc1ccc(-c2cc(Cl)nc(Cl)n2)cc1Cl. RXN SMILES: [C:46]([O-:47])(=[O:48])[CH3:49].[C:51]([O-:52])(=[O:53])[CH3:54].[CH3:55][O:56][CH2:57][CH2:58][O:59][CH3:60].[Cl:10][c:11]1[cH:12][c:13]([B:18]([OH:19])[OH:20])[cH:14][cH:15][c:16]1[F:17].[Cl:1][c:2]1[n:3][c:4]([Cl:9])[cH:5][c:6]([Cl:8])[n:7]1.[Na+:21].[Na+:22].[O-:23][C:24](=[O:25])[O-:26].[Pd+2:50].[c:27]1([P:28]([c:29]2[cH:30][cH:31][cH:32][cH:33][cH:34]2)[c:35]2[cH:36][cH:37][cH:38][cH:39][cH:40]2)[cH:41][cH:42][cH:43][cH:44][cH:45]1>>[Cl:1][c:2]1[n:3][c:4]([Cl:9])[cH:5][c:6](-[c:13]2[cH:12][c:11]([Cl:10])[c:16]([F:17])[cH:15][cH:14]2)[n:7]1.